Dataset: the Open Reaction Database (ORD), a public repository of structured organic reaction records. Task: describe an organic reaction: reactants, conditions, products, and yield The reactants are CO, [K+], CCCCCNc1nc(N)nc(C)c1Cc1ccc(CC#N)cc1OC, [OH-]. Product: CCCCCNc1nc(N)nc(C)c1Cc1ccc(CC(=O)O)cc1OC. Reaction SMILES: [CH3:29][OH:30].[K+:2].[NH2:3][c:4]1[n:5][c:6]([NH:23][CH2:24][CH2:25][CH2:26][CH2:27][CH3:28])[c:7]([CH2:11][c:12]2[c:13]([O:21][CH3:22])[cH:14][c:15]([CH2:18][C:19]#[N:20])[cH:16][cH:17]2)[c:8]([CH3:10])[n:9]1.[OH-:1]>>[O:1]=[C:19]([CH2:18][c:15]1[cH:14][c:13]([O:21][CH3:22])[c:12]([CH2:11][c:7]2[c:6]([NH:23][CH2:24][CH2:25][CH2:26][CH2:27][CH3:28])[n:5][c:4]([NH2:3])[n:9][c:8]2[CH3:10])[cH:17][cH:16]1)[OH:30].